Task: describe an organic reaction: reactants, conditions, products, and yield. Dataset: the Open Reaction Database (ORD), a public repository of structured organic reaction records The reactants are ClC1=CC(=CC=C1)C(=O)OO (metachloroperbenzoic acid), CC1=C(CSC2=NC=CC=C2)C=C(C=C1)C (2-(2,5-dimethyl-benzylthio)pyridine), O (Water). The solvent is C(Cl)(Cl)Cl (chloroform), C(Cl)(Cl)Cl (chloroform). Reaction conditions: time 10 minute. The product is CC1=C(CS(=O)(=O)C2=NC=CC=C2)C=C(C=C1)C (2-(2,5-dimethylbenzylsulfonyl)pyridine). Reaction SMILES: [CH3:1][C:2]1[CH:15]=[CH:14][C:13]([CH3:16])=[CH:12][C:3]=1[CH2:4][S:5][C:6]1[CH:11]=[CH:10][CH:9]=[CH:8][N:7]=1.ClC1C=CC=C(C(OO)=[O:25])C=1.[OH2:28]>C(Cl)(Cl)Cl>[CH3:1][C:2]1[CH:15]=[CH:14][C:13]([CH3:16])=[CH:12][C:3]=1[CH2:4][S:5]([C:6]1[CH:11]=[CH:10][CH:9]=[CH:8][N:7]=1)(=[O:25])=[O:28]. Procedure: To a well-stirred and cooled (−10° C.) solution of 6.9 g (0.03 mole) of 2-(2,5-dimethyl-benzylthio)pyridine in 75 ml of chloroform was added portion-wise a solution of 12 g (0.06 mole) of metachloroperbenzoic acid dissolved in 100 ml of chloroform. The mixture was kept at −10° C. for 10 minutes and then allowed to warm to room temperature over the next six hours. It was stirred at room temperature overnight. Water was then added and the phases separated. he chloroform phase was washed with aqueo...